Dataset: the Open Reaction Database (ORD), a public repository of structured organic reaction records. Task: describe an organic reaction: reactants, conditions, products, and yield The reactants are ClCCl, O=C(O)C(F)(F)F, CC(C)(C)OC(=O)Nc1ccc(Cc2ccnc(N)c2)c(F)c1. The product is Nc1ccc(Cc2ccnc(N)c2)c(F)c1. Reaction SMILES: [Cl:31][CH2:32][Cl:33].[F:24][C:25]([F:26])([F:27])[C:28]([OH:29])=[O:30].[NH2:1][c:2]1[n:3][cH:4][cH:5][c:6]([CH2:8][c:9]2[c:10]([F:23])[cH:11][c:12]([NH:15][C:16](=[O:17])[O:18][C:19]([CH3:20])([CH3:21])[CH3:22])[cH:13][cH:14]2)[cH:7]1>>[NH2:1][c:2]1[n:3][cH:4][cH:5][c:6]([CH2:8][c:9]2[c:10]([F:23])[cH:11][c:12]([NH2:15])[cH:13][cH:14]2)[cH:7]1. Starting materials: C(C)(=O)N1C2=C(NC([C@H]([C@@H]1C)NC([C@H](C)N(C(OC(C)(C)C)=O)C)=O)=O)C=CC(=C2)C#N (tert-butyl(S)-1-((2S,3S)-1-acetyl-8-cyano-2-methyl-4-oxo-2,3,4,5-tetrahydro-1H-benzo[b][1,4]diazepin-3-ylamino)-1-oxopropan-2-yl(methyl)carbamate), ClCC1=C(C=CC2=CC=CC=C12)OC (1-(chloromethyl)-2-methoxynaphthalene), C([O-])([O-])=O.[Cs+].[Cs+] (cesium carbonate), [I-].[Na+] (sodium iodide). Run in CCOC(=O)C (EtOAc), CN(C)C=O (DMF). Reaction conditions: time 1 hour. The product is C(C)(=O)N1C2=C(N(C([C@H]([C@@H]1C)NC([C@H](C)N(C(OC(C)(C)C)=O)C)=O)=O)CC1=C(C=CC3=CC=CC=C13)OC)C=CC(=C2)C#N (tert-butyl(S)-1-((3S,4S)-5-acetyl-7-cyano-1-((2-methoxynaphthalen-1-yl)methyl)-4-methyl-2-oxo-2,3,4,5-tetrahydro-1H-benzo[b][1,4]diazepin-3-ylamino)-1-oxopropan-2-yl(methyl)carbamate). The yield is 81.5%. Reaction SMILES: [C:1]([N:4]1[C@@H:10]([CH3:11])[C@H:9]([NH:12][C:13](=[O:25])[C@@H:14]([N:16]([CH3:24])[C:17](=[O:23])[O:18][C:19]([CH3:22])([CH3:21])[CH3:20])[CH3:15])[C:8](=[O:26])[NH:7][C:6]2[CH:27]=[CH:28][C:29]([C:31]#[N:32])=[CH:30][C:5]1=2)(=[O:3])[CH3:2].Cl[CH2:34][C:35]1[C:44]2[C:39](=[CH:40][CH:41]=[CH:42][CH:43]=2)[CH:38]=[CH:37][C:36]=1[O:45][CH3:46].C(=O)([O-])[O-].[Cs+].[Cs+].[I-].[Na+]>CN(C=O)C.CCOC(C)=O>[C:1]([N:4]1[C@@H:10]([CH3:11])[C@H:9]([NH:12][C:13](=[O:25])[C@@H:14]([N:16]([CH3:24])[C:17](=[O:23])[O:18][C:19]([CH3:21])([CH3:20])[CH3:22])[CH3:15])[C:8](=[O:26])[N:7]([CH2:34][C:35]2[C:44]3[C:39](=[CH:40][CH:41]=[CH:42][CH:43]=3)[CH:38]=[CH:37][C:36]=2[O:45][CH3:46])[C:6]2[CH:27]=[CH:28][C:29]([C:31]#[N:32])=[CH:30][C:5]1=2)(=[O:3])[CH3:2] |f:2.3.4,5.6|. Procedure: To a rt solution of tert-butyl(S)-1-((2S,3S)-1-acetyl-8-cyano-2-methyl-4-oxo-2,3,4,5-tetrahydro-1H-benzo[b][1,4]diazepin-3-ylamino)-1-oxopropan-2-yl(methyl)carbamate (53 mg, 120 μmol) in DMF (299 μl) was added 1-(chloromethyl)-2-methoxynaphthalene (29.6 mg, 143 μmol), cesium carbonate (50.6 mg, 155 μmol), and sodium iodide (23.3 mg, 155 μmol). The reaction was stirred at rt for 1 h, then diluted with EtOAc, washed with H2O and sat. aq. NaCl, dried over Na2SO4, filtered, and concentrated. The cru... Reactants: ClC=1C=C(C=C(C1)Cl)C1=CC=C(C=C1)/C=C/CO ((E)-3-(3′,5′-dichloro-biphenyl-4-yl)-prop-2-en-1-ol), C(C)O[C@H](C(=O)OCC)CC1=CC=C(C=C1)O ((S)-ethyl 2-ethoxy-3-(4-hydroxyphenyl)-propionate). Solvent: C(C)(=O)OCC (ethyl acetate). Product: ClC=1C=C(C=C(C1)Cl)C1=CC=C(C=C1)/C=C/COC1=CC=C(C=C1)C[C@@H](C(=O)OCC)OCC ((E)-(S)-Ethyl 3-{4-[3-(3′,5′-Dichloro-biphenyl-4-yl)-allyloxy]-phenyl}-2-ethoxy-propionate). The yield is 73.3%. As a reaction SMILES: [Cl:1][C:2]1[CH:3]=[C:4]([C:9]2[CH:14]=[CH:13][C:12](/[CH:15]=[CH:16]/[CH2:17][OH:18])=[CH:11][CH:10]=2)[CH:5]=[C:6]([Cl:8])[CH:7]=1.[CH2:19]([O:21][C@@H:22]([CH2:28][C:29]1[CH:34]=[CH:33][C:32](O)=[CH:31][CH:30]=1)[C:23]([O:25][CH2:26][CH3:27])=[O:24])[CH3:20]>C(OCC)(=O)C>[Cl:1][C:2]1[CH:3]=[C:4]([C:9]2[CH:10]=[CH:11][C:12](/[CH:15]=[CH:16]/[CH2:17][O:18][C:32]3[CH:31]=[CH:30][C:29]([CH2:28][C@H:22]([O:21][CH2:19][CH3:20])[C:23]([O:25][CH2:26][CH3:27])=[O:24])=[CH:34][CH:33]=3)=[CH:13][CH:14]=2)[CH:5]=[C:6]([Cl:8])[CH:7]=1. Reported procedure: The title compound (732 mg, 70%) was prepared as a yellow gum, (containing 0.25 molar equivalents of ethyl acetate) from (E)-3-(3′,5′-dichloro-biphenyl-4-yl)-prop-2-en-1-ol (559 mg, 2.0 mmol) and (S)-ethyl 2-ethoxy-3-(4-hydroxyphenyl)-propionate (500 mg, 2.10 mmol) by a procedure analogous to that described in example 52c. Reaction SMILES: [Cl:1][c:2]1[cH:3][n:4][cH:5][c:6]([Cl:24])[c:7]1[CH2:8][c:9]1[n:10][n:11][c:12]([C:21](=[O:22])[NH2:23])[c:13]2[cH:14][c:15]([O:19][CH3:20])[cH:16][cH:17][c:18]12.[F:25][C:26]([F:27])([F:28])[C:29]([O:30][C:31](=[O:32])[C:33]([F:34])([F:35])[F:36])=[O:37].[cH:38]1[cH:39][cH:40][n:41][cH:42][cH:43]1>>[Cl:1][c:2]1[cH:3][n:4][cH:5][c:6]([Cl:24])[c:7]1[CH2:8][c:9]1[n:10][n:11][c:12]([C:21]#[N:23])[c:13]2[cH:14][c:15]([O:19][CH3:20])[cH:16][cH:17][c:18]12. The product is COc1ccc2c(Cc3c(Cl)cncc3Cl)nnc(C#N)c2c1. The reactants are COc1ccc2c(Cc3c(Cl)cncc3Cl)nnc(C(N)=O)c2c1, O=C(OC(=O)C(F)(F)F)C(F)(F)F, c1ccncc1. The reactants are C(=NC1CCCCC1)=NC1CCCCC1, ClCCl, CC(=O)Oc1ccc(C(ON=C(C(=O)O)c2csc(N)n2)C(=O)OC(c2ccccc2)c2ccccc2)cc1OC(C)=O, Cc1cc(SCC2=C(C(=O)OC(c3ccccc3)c3ccccc3)N3C(=O)C(N)C3SC2)n2nc(C(=O)OC(c3ccccc3)c3ccccc3)nc2n1. Yields the product CC(=O)Oc1ccc(C(ON=C(C(=O)NC2C(=O)N3C(C(=O)OC(c4ccccc4)c4ccccc4)=C(CSc4cc(C)nc5nc(C(=O)OC(c6ccccc6)c6ccccc6)nn45)CSC23)c2csc(N)n2)C(=O)OC(c2ccccc2)c2ccccc2)cc1OC(C)=O. Reaction SMILES: [CH:98]1([N:99]=[C:100]=[N:101][CH:102]2[CH2:103][CH2:104][CH2:105][CH2:106][CH2:107]2)[CH2:108][CH2:109][CH2:110][CH2:111][CH2:112]1.[Cl:113][CH2:114][Cl:115].[NH2:1][c:2]1[s:3][cH:4][c:5]([C:7]([C:8](=[O:9])[OH:10])=[N:11][O:12][CH:13]([c:14]2[cH:15][c:16]([O:24][C:25]([CH3:26])=[O:27])[c:17]([O:20][C:21]([CH3:22])=[O:23])[cH:18][cH:19]2)[C:28](=[O:29])[O:30][CH:31]([c:32]2[cH:33][cH:34][cH:35][cH:36][cH:37]2)[c:38]2[cH:39][cH:40][cH:41][cH:42][cH:43]2)[n:6]1.[c:44]1([CH:50]([c:51]2[cH:52][cH:53][cH:54][cH:55][cH:56]2)[O:57][C:58](=[O:59])[C:60]2=[C:67]([CH2:68][S:69][c:70]3[cH:71][c:72]([CH3:95])[n:73][c:74]4[n:75]3[n:76][c:77]([C:79](=[O:80])[O:81][CH:82]([c:83]3[cH:84][cH:85][cH:86][cH:87][cH:88]3)[c:89]3[cH:90][cH:91][cH:92][cH:93][cH:94]3)[n:78]4)[CH2:66][S:65][CH:64]3[N:61]2[C:62](=[O:97])[CH:63]3[NH2:96])[cH:45][cH:46][cH:47][cH:48][cH:49]1>>[NH2:1][c:2]1[s:3][cH:4][c:5]([C:7]([C:8](=[O:9])[NH:96][CH:63]2[C:62](=[O:97])[N:61]3[C:60]([C:58]([O:57][CH:50]([c:44]4[cH:45][cH:46][cH:47][cH:48][cH:49]4)[c:51]4[cH:52][cH:53][cH:54][cH:55][cH:56]4)=[O:59])=[C:67]([CH2:68][S:69][c:70]4[cH:71][c:72]([CH3:95])[n:73][c:74]5[n:75]4[n:76][c:77]([C:79](=[O:80])[O:81][CH:82]([c:83]4[cH:84][cH:85][cH:86][cH:87][cH:88]4)[c:89]4[cH:90][cH:91][cH:92][cH:93][cH:94]4)[n:78]5)[CH2:66][S:65][CH:64]32)=[N:11][O:12][CH:13]([c:14]2[cH:15][c:16]([O:24][C:25]([CH3:26])=[O:27])[c:17]([O:20][C:21]([CH3:22])=[O:23])[cH:18][cH:19]2)[C:28](=[O:29])[O:30][CH:31]([c:32]2[cH:33][cH:34][cH:35][cH:36][cH:37]2)[c:38]2[cH:39][cH:40][cH:41][cH:42][cH:43]2)[n:6]1. Starting materials: Methyl-3-Chloro, C(C)(=O)OC1=CC(=CC=C1)OCCC(COC1=C(C2=C(CCO2)C=C1)CC(C)C)C1=CC=CC=C1 (3-(3-phenyl-7-isobutyl-(2H-benzofuran-6-yloxy)butyloxy)-phenyl acetate), Cl.NO (hydroxylamine hydrochloride), C(C)(=O)[O-].[Na+] (sodium acetate), C(C)O (ethanol). Reaction conditions: time 2 hour. The product is ClC=1C=C(C=CC1OCCC(C)OC1=C(C2=C(C(CO2)C2=CC=CC=C2)C=C1)CC(C)C)CC(=O)O (3-Chloro-4-(3-(3-phenyl-7-isobutyl-2H-benzofuran-6-yloxy)butyloxy)-phenyl acetic acid). As a reaction SMILES: C(OC1C=CC=C(OCC[CH:14]([C:30]2[CH:35]=[CH:34][CH:33]=[CH:32][CH:31]=2)[CH2:15][O:16][C:17]2[CH:25]=[CH:24]C3CCOC=3[C:18]=2[CH2:26][CH:27]([CH3:29])[CH3:28])C=1)(=O)C.[ClH:36].NO.[C:39]([O-:42])(=[O:41])[CH3:40].[Na+].[CH2:44]([OH:46])[CH3:45]>>[Cl:36][C:45]1[CH:32]=[C:31]([CH2:40][C:39]([OH:42])=[O:41])[CH:30]=[CH:35][C:44]=1[O:46][CH2:26][CH2:18][CH:17]([O:16][C:15]1[CH:14]=[CH:24][C:25]2[CH:14]([C:30]3[CH:35]=[CH:34][CH:33]=[CH:32][CH:31]=3)[CH2:15][O:16][C:17]=2[C:18]=1[CH2:26][CH:27]([CH3:28])[CH3:29])[CH3:25] |f:1.2,3.4|. Procedure details: A mixture of Methyl-3-Chloro-4(3-(3-phenyl-7-isobutyl-(2H-benzofuran-6-yloxy)butyloxy)-phenyl acetate (328 mg, 0.58 mmoles), hydroxylamine hydrochloride (202 mg, 2.9 mmoles), anhydrous sodium acetate (238 mg, 2.9 mmoles) and ethanol (4 ml) was heated under reflux in a nitrogen atmosphere with magnetic stirring for 2 hr. The mixture was partitioned between ethyl acetate and water. The aqueous phase was extracted twice with ethyl acetate. The combined ethyl acetate phases were washed with water, 1... The reactants are ClC1=C(CN(CCCO)CC(C2=CC=CC=C2)C2=CC=CC=C2)C=CC=C1C(F)(F)F (3-[(2-chloro-3-trifluoromethyl-benzyl)-(2,2-diphenyl-ethyl)-amino]-propan-1-ol), C(C)(C)(C)OC(=O)N1CCN(CC1)C1=CC(=CC=C1)O (4-(3-hydroxy-phenyl)-piperazine-1-carboxylic acid tert-butyl ester), CC(C)OC(=O)/N=N/C(=O)OC(C)C (diisopropylazodicarboxylate), C1(=CC=CC=C1)P(C1=CC=CC=C1)C1=CC=CC=C1 (triphenylphosphine). Solvent: C1(=CC=CC=C1)C (toluene). Run at temperature 0 celsius, time 15 minute. Yields the product C(C)(C)(C)OC(=O)N1CCN(CC1)C1=CC(=CC=C1)OCCCN(CC(C1=CC=CC=C1)C1=CC=CC=C1)CC1=C(C(=CC=C1)C(F)(F)F)Cl (4-(3-{3-[(2-chloro-3-trifluoromethyl-benzyl)-diphenylethyl-amino]-propoxy}-phenyl)-piperazine-1-carboxylic acid tert-butyl ester). Isolated yield 83.3%. RXN SMILES: [Cl:1][C:2]1[C:27]([C:28]([F:31])([F:30])[F:29])=[CH:26][CH:25]=[CH:24][C:3]=1[CH2:4][N:5]([CH2:10][CH:11]([C:18]1[CH:23]=[CH:22][CH:21]=[CH:20][CH:19]=1)[C:12]1[CH:17]=[CH:16][CH:15]=[CH:14][CH:13]=1)[CH2:6][CH2:7][CH2:8][OH:9].[C:32]([O:36][C:37]([N:39]1[CH2:44][CH2:43][N:42]([C:45]2[CH:50]=[CH:49][CH:48]=[C:47](O)[CH:46]=2)[CH2:41][CH2:40]1)=[O:38])([CH3:35])([CH3:34])[CH3:33].C1(P(C2C=CC=CC=2)C2C=CC=CC=2)C=CC=CC=1.CC(OC(/N=N/C(OC(C)C)=O)=O)C>C1(C)C=CC=CC=1>[C:32]([O:36][C:37]([N:39]1[CH2:44][CH2:43][N:42]([C:45]2[CH:50]=[CH:49][CH:48]=[C:47]([O:9][CH2:8][CH2:7][CH2:6][N:5]([CH2:4][C:3]3[CH:24]=[CH:25][CH:26]=[C:27]([C:28]([F:29])([F:30])[F:31])[C:2]=3[Cl:1])[CH2:10][CH:11]([C:12]3[CH:17]=[CH:16][CH:15]=[CH:14][CH:13]=3)[C:18]3[CH:19]=[CH:20][CH:21]=[CH:22][CH:23]=3)[CH:46]=2)[CH2:41][CH2:40]1)=[O:38])([CH3:35])([CH3:33])[CH3:34]. Procedure details: To a stirring solution of 3-[(2-chloro-3-trifluoromethyl-benzyl)-(2,2-diphenyl-ethyl)-amino]-propan-1-ol (448 mg, 1.0 mmol) in toluene (30 mL) was added 4-(3-hydroxy-phenyl)-piperazine-1-carboxylic acid tert-butyl ester (419 mg, 1.50 mmol). Polymer bound triphenylphosphine (500 mg, 1.50 mmol, 3 mmol/g, Fluka Chemie) was then added, and the mixture stirred for 15 minutes. The reaction mixture was then cooled to 0° C. and diisopropylazodicarboxylate (303 mg, 1.50 mmol) was added in a dropwise fash...